describe an organic reaction: reactants, conditions, products, and yield From a dataset of the Open Reaction Database (ORD), a public repository of structured organic reaction records. Reactants: P(=O)([O-])([O-])[O-] (phosphate), IC=1C=C(C=C(C1OC)OC)\C=C/C1=CC(=C(C=C1)OC)O (3-Iodo-4,4′,5-trimethoxy-3′-hydroxy-Z-stilbene). Yields the product C1(=CC=CC=C1)\C=C/C1=CC=CC=C1 (Z-stilbene). Yield: 321.2%. RXN SMILES: P([O-])([O-])([O-])=O.I[C:7]1[CH:8]=[C:9](/[CH:17]=[CH:18]\[C:19]2[CH:24]=[CH:23][C:22](OC)=[C:21](O)[CH:20]=2)[CH:10]=[C:11](OC)[C:12]=1OC>>[C:9]1(/[CH:17]=[CH:18]\[C:19]2[CH:20]=[CH:21][CH:22]=[CH:23][CH:24]=2)[CH:10]=[CH:11][CH:12]=[CH:7][CH:8]=1. Reported procedure: The phosphorylation reaction used to obtain phosphate 15 was repeated with Z-stilbene 14a (2.39 g, 0.95 mmol) to obtain 0.55 g of Z-stilbene 17 in 86% yield as a colorless oil: b.p. dec. 274° C. (0.01 mmHg); HRMS calc for C31H31PO7 [M+H]+ 673.0852; found [M+H]+, 673.0808. 1H-NMR (300 MHz, CDCl3) δ 3.51 (s, 3H), 3.65 (s, 3H), 3.72 (s, 3H), 5.04 (s, 2H), 5.06 (s, 2H), 6.36 (d, 1H, J=9Hz), 6.42 (d, 1H, J=9Hz), 6.77 (d, 1H, J=1.2 Hz), 6.89 (d, 1H, J=6 Hz), 7.02 (d, 1H, J=6 Hz), 7.01 (s, 1H), 7.19 (d... Reactants: C1(CCCCC1)CCC[C@H](CC(=O)OC(C)(C)C)C1=NC(=NO1)CN(S(=O)(=O)C)C (tert-butyl(3R)-6-cyclohexyl-3-(3-{[methyl(methylsulfonyl)amino]methyl}-1,2,4-oxadiazol-5-yl)hexanoate). Reagents/catalysts: Cl (HCl). The solvent is Cl (HCl), O1CCOCC1 (dioxan), O1CCOCC1 (dioxan), Cl (HCl). Reaction conditions: time 3 hour. Product: C1(CCCCC1)CCC[C@H](CC(=O)O)C1=NC(=NO1)CN(S(=O)(=O)C)C ((3R)-6-cyclohexyl-3-(3-{[methyl(methylsulfonyl)amino]methyl}-1,2,4-oxadiazol-5-yl)hexanoic acid). Reaction SMILES: [CH:1]1([CH2:7][CH2:8][CH2:9][C@@H:10]([C:19]2[O:23][N:22]=[C:21]([CH2:24][N:25]([CH3:30])[S:26]([CH3:29])(=[O:28])=[O:27])[N:20]=2)[CH2:11][C:12]([O:14]C(C)(C)C)=[O:13])[CH2:6][CH2:5][CH2:4][CH2:3][CH2:2]1>Cl.O1CCOCC1>[CH:1]1([CH2:7][CH2:8][CH2:9][C@@H:10]([C:19]2[O:23][N:22]=[C:21]([CH2:24][N:25]([CH3:30])[S:26]([CH3:29])(=[O:28])=[O:27])[N:20]=2)[CH2:11][C:12]([OH:14])=[O:13])[CH2:6][CH2:5][CH2:4][CH2:3][CH2:2]1. Procedure details: A solution of tert-butyl(3R)-6-cyclohexyl-3-(3-{[methyl(methylsulfonyl)amino]methyl}-1,2,4-oxadiazol-5-yl)hexanoate (preparation 6) (264 mg, 0.60 mmol) in 4M HCl in dioxan (2 ml) was stirred at room temperature for 20 hours. Further 4M HCl in dioxan (2 ml) was added and stirred for a further 3 hours. A few drops of concentrated HCl was added and the reaction mixture was stirred at room temperature for 18 hours. The solvent was removed under reduced pressure to afford the title compound (245 mg—c... Reactants: ClC=1C=NC(=NC1)C([C@@H]1CC[C@H](CC1)C(=O)OC)OS(=O)(=O)C (methyl trans-4-{(5-chloropyrimidin-2-yl)[(methylsulfonyl)oxy]methyl}cyclohexanecarboxylate), FC(C1=NC(=NC=C1)NC1=CC(=CC(=C1)B1OC(C(O1)(C)C)(C)C)C)F (4-(difluoromethyl)-N-[3-methyl-5-(4,4,5,5-tetramethyl-1,3,2-dioxaborolan-2-yl)phenyl]pyrimidin-2-amine), CC(C)C1=CC(=C(C(=C1)C(C)C)C2=C(C=CC=C2)P(C3CCCCC3)C4CCCCC4)C(C)C (XPhos), potassium phosphate tribasic trihydrate. The reagents and catalysts are C=1C=CC(=CC1)/C=C/C(=O)/C=C/C2=CC=CC=C2.C=1C=CC(=CC1)/C=C/C(=O)/C=C/C2=CC=CC=C2.C=1C=CC(=CC1)/C=C/C(=O)/C=C/C2=CC=CC=C2.[Pd].[Pd] (tris(dibenzylideneacetone)-dipalladium(0)). Run in O1CCOCC1.O (1,4-dioxane water), [Cl-].[Na+].O (brine). Run at temperature 90 celsius, time 12 hour. Yields the product FC(C1=NC(=NC=C1)NC=1C=C(C=C(C1)C)C=1C=NC(=NC1)C([C@@H]1CC[C@H](CC1)C(=O)OC)OS(=O)(=O)C)F (methyl trans-4-{[5-(3-{[4-(difluoromethyl)pyrimidin-2-yl]amino}-5-methylphenyl)pyrimidin-2-yl][(methylsulfonyl)oxy]methyl}cyclohexanecarboxylate). Reaction SMILES: Cl[C:2]1[CH:3]=[N:4][C:5]([CH:8]([O:19][S:20]([CH3:23])(=[O:22])=[O:21])[C@H:9]2[CH2:14][CH2:13][C@H:12]([C:15]([O:17][CH3:18])=[O:16])[CH2:11][CH2:10]2)=[N:6][CH:7]=1.[F:24][CH:25]([F:49])[C:26]1[CH:31]=[CH:30][N:29]=[C:28]([NH:32][C:33]2[CH:38]=[C:37](B3OC(C)(C)C(C)(C)O3)[CH:36]=[C:35]([CH3:48])[CH:34]=2)[N:27]=1.CC(C1C=C(C(C)C)C(C2C=CC=CC=2P(C2CCCCC2)C2CCCCC2)=C(C(C)C)C=1)C>O1CCOCC1.O.[Cl-].[Na+].O.C1C=CC(/C=C/C(/C=C/C2C=CC=CC=2)=O)=CC=1.C1C=CC(/C=C/C(/C=C/C2C=CC=CC=2)=O)=CC=1.C1C=CC(/C=C/C(/C=C/C2C=CC=CC=2)=O)=CC=1.[Pd].[Pd]>[F:49][CH:25]([F:24])[C:26]1[CH:31]=[CH:30][N:29]=[C:28]([NH:32][C:33]2[CH:38]=[C:37]([C:2]3[CH:3]=[N:4][C:5]([CH:8]([O:19][S:20]([CH3:23])(=[O:22])=[O:21])[C@H:9]4[CH2:14][CH2:13][C@H:12]([C:15]([O:17][CH3:18])=[O:16])[CH2:11][CH2:10]4)=[N:6][CH:7]=3)[CH:36]=[C:35]([CH3:48])[CH:34]=2)[N:27]=1 |f:3.4,5.6.7,8.9.10.11.12|. Reported procedure: A mixture of methyl trans-4-{(5-chloropyrimidin-2-yl)[(methylsulfonyl)oxy]methyl}cyclohexanecarboxylate (48 mg, 0.13 mmol), 4-(difluoromethyl)-N-[3-methyl-5-(4,4,5,5-tetramethyl-1,3,2-dioxaborolan-2-yl)phenyl]pyrimidin-2-amine (48 mg, 0.13 mmol), tris(dibenzylideneacetone)-dipalladium(0) (6.1 mg, 0.006 mmol), XPhos (6.2 mg, 0.012 mmol), and potassium phosphate tribasic trihydrate (0.11 g, 0.4 mmol) in 1,4-dioxane/water (2 mL/0.5 mL) was stirred at 90° C. under a nitrogen atmosphere for 12 hours....